From a dataset of the Open Reaction Database (ORD), a public repository of structured organic reaction records. describe an organic reaction: reactants, conditions, products, and yield Reaction SMILES: [BrH:1].[C:2]([NH2:3])(=[NH:4])[N:5]1[C:6](=[O:12])[NH:7][C:8]([CH3:10])([CH3:11])[CH2:9]1.[CH3:13][N:14]([C:15]([C:16](=[CH:17][O:18][CH2:19][CH3:20])[C:21]#[N:22])=[O:23])[c:24]1[cH:25][c:26]([C:30]([F:31])([F:32])[F:33])[cH:27][cH:28][cH:29]1.[CH3:34][OH:35]>>[C:2](=[NH:3])([NH:4][CH:17]=[C:16]([C:15]([N:14]([CH3:13])[c:24]1[cH:25][c:26]([C:30]([F:31])([F:32])[F:33])[cH:27][cH:28][cH:29]1)=[O:23])[C:21]#[N:22])[N:5]1[C:6](=[O:12])[NH:7][C:8]([CH3:10])([CH3:11])[CH2:9]1. Reactants: Br, CC1(C)CN(C(=N)N)C(=O)N1, CCOC=C(C#N)C(=O)N(C)c1cccc(C(F)(F)F)c1, CO. Product: CN(C(=O)C(C#N)=CNC(=N)N1CC(C)(C)NC1=O)c1cccc(C(F)(F)F)c1. Starting materials: COC1=CC=C(C=C1)C=1C(=CC=CC1)N=C=S (4'-methoxy-2-biphenylylisothiocyanate), N (ammonia). Run in C(C)O (ethanol). Product: COC1=CC=C(C=C1)C1=C(C=CC=C1)NC(=S)N (N-(4'-methoxy-2-biphenylyl)thiourea). As a reaction SMILES: [CH3:1][O:2][C:3]1[CH:8]=[CH:7][C:6]([C:9]2[C:10]([N:15]=[C:16]=[S:17])=[CH:11][CH:12]=[CH:13][CH:14]=2)=[CH:5][CH:4]=1.[NH3:18]>C(O)C>[CH3:1][O:2][C:3]1[CH:4]=[CH:5][C:6]([C:9]2[CH:14]=[CH:13][CH:12]=[CH:11][C:10]=2[NH:15][C:16]([NH2:18])=[S:17])=[CH:7][CH:8]=1. Reported procedure: Reaction of 4'-methoxy-2-biphenylylisothiocyanate (12.7 g) in ethanol (30 ml) with 28% aqueous ammonia (20 ml) at 0° C. for 2 hours gave N-(4'-methoxy-2-biphenylyl)thiourea (m.p. 158°-159° C.). Reactants: FC(C1=CC=C2C(=CC=NC2=C1)NC1=CC=C(C(=O)N2CCNCC2)C=C1)(F)F (4-[4-[[7-(trifluoromethyl)-4-quinolinyl]amino]benzoyl]piperazine), BrC=1C=C(C=CC1)S(=O)(=O)Cl (3-bromophenylsulfonyl chloride). The solvent is C(C)N(CC)CC (triethylamine). The product is BrC=1C=C(C=CC1)S(=O)(=O)N1CCN(CC1)C(C1=CC=C(C=C1)NC1=CC=NC2=CC(=CC=C12)C(F)(F)F)=O (1-[(3-bromophenyl)sulfonyl]-4-[4-[[7-(trifluoromethyl)-4-quinolinyl]amino]benzoyl]piperazine). RXN SMILES: [F:1][C:2]([F:29])([F:28])[C:3]1[CH:12]=[C:11]2[C:6]([C:7]([NH:13][C:14]3[CH:27]=[CH:26][C:17]([C:18]([N:20]4[CH2:25][CH2:24][NH:23][CH2:22][CH2:21]4)=[O:19])=[CH:16][CH:15]=3)=[CH:8][CH:9]=[N:10]2)=[CH:5][CH:4]=1.[Br:30][C:31]1[CH:32]=[C:33]([S:37](Cl)(=[O:39])=[O:38])[CH:34]=[CH:35][CH:36]=1>C(N(CC)CC)C>[Br:30][C:31]1[CH:32]=[C:33]([S:37]([N:23]2[CH2:24][CH2:25][N:20]([C:18](=[O:19])[C:17]3[CH:26]=[CH:27][C:14]([NH:13][C:7]4[C:6]5[C:11](=[CH:12][C:3]([C:2]([F:1])([F:28])[F:29])=[CH:4][CH:5]=5)[N:10]=[CH:9][CH:8]=4)=[CH:15][CH:16]=3)[CH2:21][CH2:22]2)(=[O:39])=[O:38])[CH:34]=[CH:35][CH:36]=1. Reported procedure: In the manner given in Example 15, 4-[4-[[7-(trifluoromethyl)-4-quinolinyl]amino]benzoyl]piperazine is reacted with 3-bromophenylsulfonyl chloride, in the presence of triethylamine to give 1-[(3-bromophenyl)sulfonyl]-4-[4-[[7-(trifluoromethyl)-4-quinolinyl]amino]benzoyl]piperazine. Reactants: C(CCC)OC(=O)C=1N=C(C2=CC=C(C=C2C1O)OC1=C(C=C(C=C1C)C)C)Br (1-bromo-4-hydroxy-6-(2,4,6-trimethyl-phenoxy)-isoquinoline-3-carboxylic acid butyl ester), C(#N)[Cu] (CuCN). The product is C(CCC)OC(=O)C=1N=C(C2=CC=C(C=C2C1O)OC1=C(C=C(C=C1C)C)C)C#N (1-Cyano-4-hydroxy-6-(2,4,6-trimethyl-phenoxy)-isoquinoline-3-carboxylic acid butyl ester). As a reaction SMILES: [CH2:1]([O:5][C:6]([C:8]1[N:9]=[C:10](Br)[C:11]2[C:16]([C:17]=1[OH:18])=[CH:15][C:14]([O:19][C:20]1[C:25]([CH3:26])=[CH:24][C:23]([CH3:27])=[CH:22][C:21]=1[CH3:28])=[CH:13][CH:12]=2)=[O:7])[CH2:2][CH2:3][CH3:4].[C:30]([Cu])#[N:31]>>[CH2:1]([O:5][C:6]([C:8]1[N:9]=[C:10]([C:30]#[N:31])[C:11]2[C:16]([C:17]=1[OH:18])=[CH:15][C:14]([O:19][C:20]1[C:25]([CH3:26])=[CH:24][C:23]([CH3:27])=[CH:22][C:21]=1[CH3:28])=[CH:13][CH:12]=2)=[O:7])[CH2:2][CH2:3][CH3:4]. Reported procedure: The title compound was synthesized from 1-bromo-4-hydroxy-6-(2,4,6-trimethyl-phenoxy)-isoquinoline-3-carboxylic acid butyl ester and CuCN in analogy to example 3a; MS-(−)-ion: M−1=403.4. Starting materials: CC#N, CCN(C(C)C)C(C)C, CC(Nc1cc(F)ccc1S(C)(=O)=O)c1cc(Cl)cc(Cl)c1, CC(C)(C)OC(=O)N1CCNCC1. Product: CC(Nc1cc(N2CCNCC2)ccc1S(C)(=O)=O)c1cc(Cl)cc(Cl)c1. Reaction SMILES: [CH3:45][C:46]#[N:47].[CH:36]([N:37]([CH2:38][CH3:39])[CH:40]([CH3:41])[CH3:42])([CH3:43])[CH3:44].[Cl:1][c:2]1[cH:3][c:4]([CH:9]([CH3:10])[NH:11][c:12]2[c:13]([S:19](=[O:20])(=[O:21])[CH3:22])[cH:14][cH:15][c:16]([F:18])[cH:17]2)[cH:5][c:6]([Cl:8])[cH:7]1.[N:23]1([C:29]([O:30][C:31]([CH3:32])([CH3:33])[CH3:34])=[O:35])[CH2:24][CH2:25][NH:26][CH2:27][CH2:28]1>>[Cl:1][c:2]1[cH:3][c:4]([CH:9]([CH3:10])[NH:11][c:12]2[c:13]([S:19](=[O:20])(=[O:21])[CH3:22])[cH:14][cH:15][c:16]([N:23]3[CH2:24][CH2:25][NH:26][CH2:27][CH2:28]3)[cH:17]2)[cH:5][c:6]([Cl:8])[cH:7]1. Starting materials: CC#N, Cc1noc(CCl)n1, [K+], [K+], N#N, O=C([O-])[O-], O=C(CCc1ccc(O)cc1)C1CCCC1. Yields the product Cc1noc(COc2ccc(CCC(=O)C3CCCC3)cc2)n1. RXN SMILES: [CH3:33][C:34]#[N:35].[Cl:17][CH2:18][c:19]1[n:20][c:21]([CH3:24])[n:22][o:23]1.[K+:25].[K+:26].[N:31]#[N:32].[O-:27][C:28]([O-:29])=[O:30].[OH:1][c:2]1[cH:3][cH:4][c:5]([CH2:8][CH2:9][C:10](=[O:11])[CH:12]2[CH2:13][CH2:14][CH2:15][CH2:16]2)[cH:6][cH:7]1>>[O:1]([c:2]1[cH:3][cH:4][c:5]([CH2:8][CH2:9][C:10](=[O:11])[CH:12]2[CH2:13][CH2:14][CH2:15][CH2:16]2)[cH:6][cH:7]1)[CH2:18][c:19]1[n:20][c:21]([CH3:24])[n:22][o:23]1. The reactants are BrC=1C(=NC=C(C1)C1=CC(=C(C=C1)OC[C@@H]1OCCOC1)OC)N (3-Bromo-5-{4-[(2R)-1,4-dioxan-2-ylmethoxy]-3-methoxyphenyl}pyridin-2-amine), CC1(OB(OC1(C)C)C1=CC=C(N)C=C1)C (4-(4,4,5,5-tetramethyl-1,3,2-dioxaborolan-2-yl)aniline), C([O-])([O-])=O.[K+].[K+] (potassium carbonate). Reagents/catalysts: C=1C=CC(=CC1)[P](C=2C=CC=CC2)(C=3C=CC=CC3)[Pd]([P](C=4C=CC=CC4)(C=5C=CC=CC5)C=6C=CC=CC6)([P](C=7C=CC=CC7)(C=8C=CC=CC8)C=9C=CC=CC9)[P](C=1C=CC=CC1)(C=1C=CC=CC1)C=1C=CC=CC1 (tetrakis(triphenylphosphine)palladium). Solvent: O (water), O1CCOCC1 (dioxane), C(Cl)(Cl)Cl (chloroform). Product: NC1=CC=C(C=C1)C=1C(=NC=C(C1)C1=CC(=C(C=C1)OC[C@@H]1OCCOC1)OC)N (3-(4-Aminophenyl)-5-{4-[(2R)-1,4-dioxan-2-ylmethoxy]-3-methoxyphenyl}pyridin-2-amine). Yield: 60.1%. Reaction SMILES: Br[C:2]1[C:3]([NH2:24])=[N:4][CH:5]=[C:6]([C:8]2[CH:13]=[CH:12][C:11]([O:14][CH2:15][C@H:16]3[CH2:21][O:20][CH2:19][CH2:18][O:17]3)=[C:10]([O:22][CH3:23])[CH:9]=2)[CH:7]=1.CC1(C)C(C)(C)OB([C:33]2[CH:39]=[CH:38][C:36]([NH2:37])=[CH:35][CH:34]=2)O1.C(=O)([O-])[O-].[K+].[K+]>O1CCOCC1.O.C(Cl)(Cl)Cl.C1C=CC([P]([Pd]([P](C2C=CC=CC=2)(C2C=CC=CC=2)C2C=CC=CC=2)([P](C2C=CC=CC=2)(C2C=CC=CC=2)C2C=CC=CC=2)[P](C2C=CC=CC=2)(C2C=CC=CC=2)C2C=CC=CC=2)(C2C=CC=CC=2)C2C=CC=CC=2)=CC=1>[NH2:37][C:36]1[CH:38]=[CH:39][C:33]([C:2]2[C:3]([NH2:24])=[N:4][CH:5]=[C:6]([C:8]3[CH:13]=[CH:12][C:11]([O:14][CH2:15][C@H:16]4[CH2:21][O:20][CH2:19][CH2:18][O:17]4)=[C:10]([O:22][CH3:23])[CH:9]=3)[CH:7]=2)=[CH:34][CH:35]=1 |f:2.3.4,^1:61,63,82,101|. Procedure: The compound obtained in Step 2 of Example 41 (2.05 g), 4-(4,4,5,5-tetramethyl-1,3,2-dioxaborolan-2-yl)aniline (1.14 g), tetrakis(triphenylphosphine)palladium (0.3 g), and potassium carbonate (2.15 g) were suspended in dioxane (30 ml) and water (6 ml), and the suspension was stirred at 100° C. for two hours. After leaving to cool, the reaction solution was diluted with chloroform, followed by washing with water. The organic layer was dried over anhydrous sodium sulfate. The solvent was distilled... Starting materials: COC(C(=CC(N(OC)CC1=CC(=C(C=C1)C)F)=O)O)=O (3-[(3-Fluoro-4-methylbenzyl)-methoxy-carbamoyl]-2-hydroxy-acrylic acid methyl ester), COC(C(=CC(N(OC)CC1=CC(=C(C=C1)C)F)=O)O)=O (3-[(3-Fluoro-4-methylbenzyl)-methoxy-carbamoyl]-2-hydroxy-acrylic acid methyl ester), C=O (paraformaldehyde), CN (methylamine), ClC=1C=C(CN(C(=O)C=2CN(C(C2O)=O)C)C)C=CC1Cl (4-Hydroxy-1-methyl-5-oxo-2,5-dihydro-1H-pyrrole-3-carboxylic acid (3,4-dichloro-benzyl)-methyl amide). The product is FC=1C=C(CN(C(=O)C=2CN(C(C2O)=O)C)OC)C=CC1C (4-Hydroxy-1-methyl-5-oxo-2,5-dihydro-1H-pyrrole-3-carboxylic acid (3-fluoro-4-methyl-benzyl)-methoxy-amide). Isolated yield 54.0%. As a reaction SMILES: CO[C:3](=[O:21])[C:4]([OH:20])=[CH:5][C:6](=[O:19])[N:7]([CH2:10][C:11]1[CH:16]=[CH:15][C:14]([CH3:17])=[C:13]([F:18])[CH:12]=1)[O:8][CH3:9].C=O.CN.ClC1C=C(C=CC=1Cl)[CH2:30][N:31](C)[C:32](C1CN(C)C(=O)C=1O)=O>>[F:18][C:13]1[CH:12]=[C:11]([CH:16]=[CH:15][C:14]=1[CH3:17])[CH2:10][N:7]([O:8][CH3:9])[C:6]([C:5]1[CH2:30][N:31]([CH3:32])[C:3](=[O:21])[C:4]=1[OH:20])=[O:19]. Procedure details: 3-[(3-Fluoro-4-methylbenzyl)-methoxy-carbamoyl]-2-hydroxy-acrylic acid methyl ester (Compound 65-A) was treated with paraformaldehyde and methylamine as described in the preparation of Compound 12 to give the title compound as white crystals (54% yield); mp 145° C. 1HNMR 400 MHz (CDCl3) δ (ppm): 2.26 (3H, broad s, CH3), 3.11 (3H, s, NCH3), 3.73 (3H, s, OCH3), 4.16 (2H, s, NCH2), 4.83 (2H, s, NCH2), 6.99 (2H, m, aromatics), 7.16 (1H, m, aromatic). Anal. calcd for C15H17FN2O4: C, 58.44; H, 5.56; N... Reactants: Cl, O=[N+]([O-])c1c[nH]c([N+](=O)[O-])n1, O. The product is O=[N+]([O-])c1c[nH]c(Cl)n1. Reaction SMILES: [ClH:12].[N+:1]([O-:2])(=[O:3])[c:4]1[nH:5][cH:6][c:7]([N+:9](=[O:10])[O-:11])[n:8]1.[OH2:13]>>[c:4]1([Cl:12])[nH:5][cH:6][c:7]([N+:9](=[O:10])[O-:11])[n:8]1. Reactants: COc1ccc(Br)cn1, O=C([O-])[O-], CN(C)C=O, CN(C)C(=O)c1n[nH]c(=O)c2c1c1ccc(F)cc1n2C, [I-], [K+], [K+]. Yields the product COc1ccc(-n2nc(C(=O)N(C)C)c3c4ccc(F)cc4n(C)c3c2=O)cn1. RXN SMILES: [Br:29][c:30]1[cH:31][n:32][c:33]([O:36][CH3:37])[cH:34][cH:35]1.[C:23](=[O:24])([O-:25])[O-:26].[CH3:38][N:39]([CH3:40])[CH:41]=[O:42].[F:1][c:2]1[cH:3][cH:4][c:5]2[c:6]3[c:7]([n:8]([CH3:11])[c:9]2[cH:10]1)[c:12](=[O:21])[nH:13][n:14][c:15]3[C:16](=[O:17])[N:18]([CH3:19])[CH3:20].[I-:22].[K+:27].[K+:28]>>[F:1][c:2]1[cH:3][cH:4][c:5]2[c:6]3[c:7]([n:8]([CH3:11])[c:9]2[cH:10]1)[c:12](=[O:21])[n:13](-[c:30]1[cH:31][n:32][c:33]([O:36][CH3:37])[cH:34][cH:35]1)[n:14][c:15]3[C:16](=[O:17])[N:18]([CH3:19])[CH3:20].